Dataset: the Open Reaction Database (ORD), a public repository of structured organic reaction records. Task: describe an organic reaction: reactants, conditions, products, and yield Reactants: O1C=NC=C1C(OC(CCCCCCCCCCCCC)=O)C=1OC=C(N1)C(CC(C(C(C)O[Si](C)(C)CCCC)O[Si](C)(C)CCCC)O[Si](C)(C)CCCC)O[Si](C)(C)CCCC (2-[1-(oxazol-5-yl)-1-(tetradecanoyloxy)methyl]-4-[1,3,4,5-tetra(butyldimethylsilyloxy) hexyl]oxazole), [F-].C(CCC)[N+](CCCC)(CCCC)CCCC (tetrabutylammonium fluoride). The solvent is C1CCOC1 (THF), C1CCOC1 (THF). Run at time 5 hour. Product: O1C=NC=C1C(OC(CCCCCCCCCCCCC)=O)C=1OC=C(N1)C(CC(C(C(C)O)O)O)O (2-[1-(oxazol-5-yl)-1-(tetradecanoyloxy) methyl]-4-(1,3,4,5-tetrahydroxyhexyl)oxazole). As a reaction SMILES: [O:1]1[C:5]([CH:6]([C:23]2[O:24][CH:25]=[C:26]([CH:28]([O:58][Si](CCCC)(C)C)[CH2:29][CH:30]([O:50][Si](CCCC)(C)C)[CH:31]([O:42][Si](CCCC)(C)C)[CH:32]([O:34][Si](CCCC)(C)C)[CH3:33])[N:27]=2)[O:7][C:8](=[O:22])[CH2:9][CH2:10][CH2:11][CH2:12][CH2:13][CH2:14][CH2:15][CH2:16][CH2:17][CH2:18][CH2:19][CH2:20][CH3:21])=[CH:4][N:3]=[CH:2]1.[F-].C([N+](CCCC)(CCCC)CCCC)CCC>C1COCC1>[O:1]1[C:5]([CH:6]([C:23]2[O:24][CH:25]=[C:26]([CH:28]([OH:58])[CH2:29][CH:30]([OH:50])[CH:31]([OH:42])[CH:32]([OH:34])[CH3:33])[N:27]=2)[O:7][C:8](=[O:22])[CH2:9][CH2:10][CH2:11][CH2:12][CH2:13][CH2:14][CH2:15][CH2:16][CH2:17][CH2:18][CH2:19][CH2:20][CH3:21])=[CH:4][N:3]=[CH:2]1 |f:1.2|. Procedure details: To a stirred solution of 2-[1-(oxazol-5-yl)-1-(tetradecanoyloxy)methyl]-4-[1,3,4,5-tetra(t-butyldimethylsilyloxy) hexyl]oxazole (8, 1.5 g, 1.5 mmol) in THF (100 mL) is added tetrabutylammonium fluoride (0.4 g, 1.5 mmol) in THF (1 mL). After five hours, the solvent is removed, water added, and the product extracted into ethyl acetate. Evaporation and purification bys ilica gel chromatography yields 2-[1-(oxazol-5-yl)-1-(tetradecanoyloxy) methyl]-4-(1,3,4,5-tetrahydroxyhexyl)oxazole (1, bengazole ... Reactants: FC1=C2C=CC(N(C2=CC(=C1)F)CCN1CCC(CC1)NC(OC(C)(C)C)=O)=O (1,1-Dimethylethyl {1-[2-(5,7-difluoro-2-oxo-1(2H)-quinolinyl)ethyl]-4-piperidinyl}carbamate), Cl (HCl). Run in C(Cl)(Cl)Cl (chloroform), CO (MeOH), O1CCOCC1 (1,4-dioxane). Conditions: time 1 hour. Yields the product NC1CCN(CC1)CCN1C(C=CC2=C(C=C(C=C12)F)F)=O (1-[2-(4-Amino-1-piperidinyl)ethyl]-5,7-difluoro-2(1H)-quinolinone). Isolated yield 64.4%. RXN SMILES: [F:1][C:2]1[CH:11]=[C:10]([F:12])[CH:9]=[C:8]2[C:3]=1[CH:4]=[CH:5][C:6](=[O:29])[N:7]2[CH2:13][CH2:14][N:15]1[CH2:20][CH2:19][CH:18]([NH:21]C(=O)OC(C)(C)C)[CH2:17][CH2:16]1.Cl>C(Cl)(Cl)Cl.O1CCOCC1.CO>[NH2:21][CH:18]1[CH2:17][CH2:16][N:15]([CH2:14][CH2:13][N:7]2[C:8]3[C:3](=[C:2]([F:1])[CH:11]=[C:10]([F:12])[CH:9]=3)[CH:4]=[CH:5][C:6]2=[O:29])[CH2:20][CH2:19]1. Reported procedure: 1,1-Dimethylethyl {1-[2-(5,7-difluoro-2-oxo-1(2H)-quinolinyl)ethyl]-4-piperidinyl}carbamate (2 g; 4.9 mmol) was dissolved in chloroform (20 ml) and 4M HCl in 1,4-dioxane added (20 ml), this was stirred at rt for 1 h. The salts were then dissolved in MeOH and all solvents removed. The residues were redissolved in MeOH and stirred with amberlyst ion exchange resin until neutral pH was reached, the resin was filtered off and solvents removed. The crude residues were purified by column chromatograph... The product is COC=1C=C2C(=CC1OC)N3[C@@H]4[C@]25CCN6[C@H]5C[C@@H]7[C@H]4[C@H](CC3=O)OCC=C7C6 (Brucine). Procedure details: To 2.3 liters acetonitrile was added 99.6 g (0.342 mol) of title product of the preceding Example and 147.0 g (0.342 mol) brucine dihydrate. The mixture was brought to reflux to effect almost complete solution of the reagents and slightly hazy particulate matter was removed by filtration of the hot solution. The filtrate was allowed to cool to 23° C. and after 20 hours, 96.5 g of white solid; m.p. 184°-187° C., [alpha]D25 =+11° (CH3OH, C=1) was collected by filtration. The mother liquors were se... Reaction SMILES: [CH3:1][O:2][C:3]1[CH:8]=[C:7]2[C@@:9]34[C@H:17]5[N:18]([C:19]([CH2:21][C@@H:22]6[O:23][CH2:24][CH:25]=[C:26]7[CH2:27][NH+:12]([C@H:13]3[CH2:14][C@@H:15]7[C@H:16]56)[CH2:11][CH2:10]4)=[O:20])[C:6]2=[CH:5][C:4]=1[O:28][CH3:29]>C(#N)C>[CH3:1][O:2][C:3]1[CH:8]=[C:7]2[C@@:9]34[C@@H:13]5[CH2:14][C@H:15]6[C:26]([CH2:27][N:12]5[CH2:11][CH2:10]3)=[CH:25][CH2:24][O:23][C@H:22]3[CH2:21][C:19](=[O:20])[N:18]([C@H:17]4[C@@H:16]63)[C:6]2=[CH:5][C:4]=1[O:28][CH3:29]. The solvent is C(C)#N (acetonitrile). Reactants: COC1=C(C=C2C(=C1)[C@]34CC[NH+]5[C@H]3C[C@@H]6[C@@H]7[C@@H]4N2C(=O)C[C@@H]7OCC=C6C5)OC (brucine dihydrate). Isolated yield 100.0%. The reactants are Cl.Cl.CNNC (N,N′-dimethylhydrazine dihydrochloride), C([O-])([O-])=O.[K+].[K+] (potassium carbonate), O1CCCC1 (tetrahydrofuran), BrC1=NN(C(=C1)C1=NC2=C(C(O1)=O)C=C(C=C2Br)Br)C2=NC=CC=C2Cl (2-[3-bromo-1-(3-chloro-2-pyridinyl)-1H-pyrazol-5-yl]-6,8-dibromo-4H-3,1-benzoxazine-4-one). Reagents/catalysts: O (water). Run in O (Water). Conditions: time 19 hour. Yields the product BrC1=NN(C(=C1)C(=O)NC1=C(C=C(C=C1Br)Br)C(=O)N(NC)C)C1=NC=CC=C1Cl (3-bromo-N-[4,6-dibromo-2-(N,N′-dimethylhydrazinocarbonyl)phenyl]-1-(3-chloro-2-pyridinyl)-1H-pyrazole-5-carboxamide). Yield: 76.8%. Reaction SMILES: Cl.Cl.[CH3:3][NH:4][NH:5][CH3:6].C(=O)([O-])[O-].[K+].[K+].O1CCCC1.[Br:18][C:19]1[CH:23]=[C:22]([C:24]2[O:29][C:28](=[O:30])[C:27]3[CH:31]=[C:32]([Br:36])[CH:33]=[C:34]([Br:35])[C:26]=3[N:25]=2)[N:21]([C:37]2[C:42]([Cl:43])=[CH:41][CH:40]=[CH:39][N:38]=2)[N:20]=1>O>[Br:18][C:19]1[CH:23]=[C:22]([C:24]([NH:25][C:26]2[C:34]([Br:35])=[CH:33][C:32]([Br:36])=[CH:31][C:27]=2[C:28]([N:4]([CH3:3])[NH:5][CH3:6])=[O:30])=[O:29])[N:21]([C:37]2[C:42]([Cl:43])=[CH:41][CH:40]=[CH:39][N:38]=2)[N:20]=1 |f:0.1.2,3.4.5|. Reported procedure: To a mixture of 0.42 g of N,N′-dimethylhydrazine dihydrochloride, five drops of water, 0.87 g of potassium carbonate and 10 ml of tetrahydrofuran was added 0.60 g of 2-[3-bromo-1-(3-chloro-2-pyridinyl)-1H-pyrazol-5-yl]-6,8-dibromo-4H-3,1-benzoxazine-4-one. The resulting mixture was stirred at room temperature for 19 hours. Water was poured into the reaction mixture, and the mixture was extracted with ethyl acetate. The organic layer was washed successively with water and an aqueous saturated sod... Starting materials: ClC1=C(C=CC=C1Cl)C=C(C(=O)OC1COC1)C(C)=O ((3-Oxetanyl) 2-(2,3-dichlorophenylmethylene)-3-oxobutanoate), NC(=CC(=O)OC)CF (methyl 3-amino-4-fluoro-2-butenoate). Run in C(C)(C)(C)O (tert-butanol). The product is ClC1=C(C=CC=C1Cl)C1C(=C(NC(=C1C(=O)OC1COC1)C)CF)C(=O)OC (3-Methyl 5-(3-oxetanyl) 4-(2,3-dichlorophenyl)-2-(fluoromethyl)-1,4-dihydro-6-methyl-3,5-pyridinedicarboxylate). As a reaction SMILES: [Cl:1][C:2]1[C:7]([Cl:8])=[CH:6][CH:5]=[CH:4][C:3]=1[CH:9]=[C:10]([C:18](=O)[CH3:19])[C:11]([O:13][CH:14]1[CH2:17][O:16][CH2:15]1)=[O:12].[NH2:21][C:22]([CH2:28][F:29])=[CH:23][C:24]([O:26][CH3:27])=[O:25]>C(O)(C)(C)C>[Cl:1][C:2]1[C:7]([Cl:8])=[CH:6][CH:5]=[CH:4][C:3]=1[CH:9]1[C:10]([C:11]([O:13][CH:14]2[CH2:17][O:16][CH2:15]2)=[O:12])=[C:18]([CH3:19])[NH:21][C:22]([CH2:28][F:29])=[C:23]1[C:24]([O:26][CH3:27])=[O:25]. Procedure details: A solution of the product of step (a) (2.9 g, 7.6 mmoles) and methyl 3-amino-4-fluoro-2-butenoate (1 g, 7.6 mmoles) in dry tert-butanol (20 ml) was heated to 60° (oil bath temperature) for 16 hours. The solution was allowed to cool to room temperature and the solvent removed in vacuo. Chromatography on silica, eluting with dichloromethane/ethyl acetate mixtures afforded the title compound as an oil which crystallised on addition of petroleum ether (60°-80° ). The solid was recrystallised from pe...